Dataset: the Open Reaction Database (ORD), a public repository of structured organic reaction records. Task: describe an organic reaction: reactants, conditions, products, and yield Starting materials: Cc1cccc(C(=O)O)c1, CCOC(C)=O, CCN(C(C)C)C(C)C, COC(=O)CCCCS(=O)(CCCCC(=O)OC)=NC(=O)c1cnc(N)c(C#Cc2cccc(N)c2)c1, CN(C)C=O. The product is COC(=O)CCCCS(=O)(CCCCC(=O)OC)=NC(=O)c1cnc(N)c(C#Cc2cccc(NC(=O)c3cccc(C)c3)c2)c1. As a reaction SMILES: [CH3:38][c:39]1[cH:40][cH:41][cH:42][c:43]([C:45]([OH:46])=[O:47])[cH:44]1.[CH3:62][CH2:63][O:64][C:65]([CH3:66])=[O:67].[CH:48]([N:49]([CH2:50][CH3:51])[CH:52]([CH3:53])[CH3:54])([CH3:55])[CH3:56].[NH2:1][c:2]1[c:3]([C:29]#[C:30][c:31]2[cH:32][c:33]([NH2:37])[cH:34][cH:35][cH:36]2)[cH:4][c:5]([C:8](=[O:9])[N:10]=[S:11](=[O:12])([CH2:13][CH2:14][CH2:15][CH2:16][C:17](=[O:18])[O:19][CH3:20])[CH2:21][CH2:22][CH2:23][CH2:24][C:25](=[O:26])[O:27][CH3:28])[cH:6][n:7]1.[O:57]=[CH:58][N:59]([CH3:60])[CH3:61]>>[NH2:1][c:2]1[c:3]([C:29]#[C:30][c:31]2[cH:32][c:33]([NH:37][C:45]([c:43]3[cH:42][cH:41][cH:40][c:39]([CH3:38])[cH:44]3)=[O:46])[cH:34][cH:35][cH:36]2)[cH:4][c:5]([C:8](=[O:9])[N:10]=[S:11](=[O:12])([CH2:13][CH2:14][CH2:15][CH2:16][C:17](=[O:18])[O:19][CH3:20])[CH2:21][CH2:22][CH2:23][CH2:24][C:25](=[O:26])[O:27][CH3:28])[cH:6][n:7]1. The product is ClC=1C=C(C=CC1)C1(C(N(C2=CC=CC=C12)CCC#N)=O)O (3-(m-Chlorophenyl)-1-(2-cyanoethyl)-3-hydroxyindolin-2-one). Procedure: Acrylonitrile (1.06 g.) was added to a solution of 3-(m-chlorophenyl)-3-hydroxyindolin-2-one (2.6 g.) in ethanol (50 ml.) containing Triton B (40% aqueous solution, 3 drops) and the resulting mixture stirred and heated under reflux for 6 hours. Charcoal was added and the mixture filtered and evaporated to about 15 ml. The product crystallised as colourless prisms 1.57 g., m.p. 149°-50°. (Analysis: Found C, 65.5; H, 4.4; N, 8.8%. C17H13ClN2O2 requires C, 65.3; H, 4.2; N, 8.9%). The solvent is C(C)O (ethanol). Reactants: C (Charcoal), C(C=C)#N (Acrylonitrile), ClC=1C=C(C=CC1)C1(C(NC2=CC=CC=C12)=O)O (3-(m-chlorophenyl)-3-hydroxyindolin-2-one), aqueous solution. RXN SMILES: [C:1](#[N:4])[CH:2]=[CH2:3].[Cl:5][C:6]1[CH:7]=[C:8]([C:12]2([OH:22])[C:20]3[C:15](=[CH:16][CH:17]=[CH:18][CH:19]=3)[NH:14][C:13]2=[O:21])[CH:9]=[CH:10][CH:11]=1.C>C(O)C>[Cl:5][C:6]1[CH:7]=[C:8]([C:12]2([OH:22])[C:20]3[C:15](=[CH:16][CH:17]=[CH:18][CH:19]=3)[N:14]([CH2:3][CH2:2][C:1]#[N:4])[C:13]2=[O:21])[CH:9]=[CH:10][CH:11]=1. Reactants: Cl.CC1CNCC(O1)C (2,6-dimethylmorpholine hydrochloride), C(C)(C)(C)C1=CC=C(C=C1)C(CC)=O (p-tert.-butyl-propiophenone), C=O (paraformaldehyde), Cl (hydrochloric acid). The solvent is C(C)O (ethanol). Yields the product Cl.C(C)(C)(C)C1=CC=C(C=C1)C(C(CN1CC(OC(C1)C)C)C)=O (p-tert.-butyl-2-methyl-3-(2,6-dimethylmorpholin-4yl)-propionphenone hydrochloride). Yield: 26.9%. Reaction SMILES: [ClH:1].[CH3:2][CH:3]1[O:8][CH:7]([CH3:9])[CH2:6][NH:5][CH2:4]1.[C:10]([C:14]1[CH:19]=[CH:18][C:17]([C:20](=[O:23])[CH2:21][CH3:22])=[CH:16][CH:15]=1)([CH3:13])([CH3:12])[CH3:11].[CH2:24]=O.Cl>C(O)C>[ClH:1].[C:10]([C:14]1[CH:15]=[CH:16][C:17]([C:20](=[O:23])[CH:21]([CH3:24])[CH2:22][N:5]2[CH2:6][CH:7]([CH3:9])[O:8][CH:3]([CH3:2])[CH2:4]2)=[CH:18][CH:19]=1)([CH3:13])([CH3:12])[CH3:11] |f:0.1,6.7|. Reported procedure: 57.6 g (0.5 mole) of 2,6-dimethylmorpholine hydrochloride, 95.2 g (0.5 mole) of p-tert.-butyl-propiophenone and 25 g (0.83 mole) of paraformaldehyde were heated under reflux in 200 ml of ethanol for 1 hour. After adding 0.7 ml of concentrated hydrochloric acid, the reaction mixture was stirred under reflux for a further 15 hours. It was then concentrated, the residue was taken up in chloroform and the chloroform mixture was washed twice with water, dried over sodium sulphate and concentrated. Th... Conditions: time 3 hour. Reactants: C(C)NC(NC1=CC(=C(C=N1)C=1C=C2C(C(=CN(C2=CC1)CC1CN(CC1)CCN1CCOCC1)C(=O)OCC)=O)C=1SC=C(N1)C(F)(F)F)=O (ethyl 6-(6-(3-ethylureido)-4-(4-(trifluoromethyl)thiazol-2-yl)pyridin-3-yl)-1-((1-(2-morpholinoethyl)pyrrolidin-3-yl)methyl)-4-oxo-1,4-dihydroquinoline-3-carboxylate), [OH-].[Na+] (sodium hydroxide). Yield: 82.6%. As a reaction SMILES: [CH2:1]([NH:3][C:4](=[O:51])[NH:5][C:6]1[N:11]=[CH:10][C:9]([C:12]2[CH:13]=[C:14]3[C:19](=[CH:20][CH:21]=2)[N:18]([CH2:22][CH:23]2[CH2:27][CH2:26][N:25]([CH2:28][CH2:29][N:30]4[CH2:35][CH2:34][O:33][CH2:32][CH2:31]4)[CH2:24]2)[CH:17]=[C:16]([C:36]([O:38]CC)=[O:37])[C:15]3=[O:41])=[C:8]([C:42]2[S:43][CH:44]=[C:45]([C:47]([F:50])([F:49])[F:48])[N:46]=2)[CH:7]=1)[CH3:2].[OH-].[Na+]>CO.O1CCCC1>[CH2:1]([NH:3][C:4](=[O:51])[NH:5][C:6]1[N:11]=[CH:10][C:9]([C:12]2[CH:13]=[C:14]3[C:19](=[CH:20][CH:21]=2)[N:18]([CH2:22][CH:23]2[CH2:27][CH2:26][N:25]([CH2:28][CH2:29][N:30]4[CH2:35][CH2:34][O:33][CH2:32][CH2:31]4)[CH2:24]2)[CH:17]=[C:16]([C:36]([OH:38])=[O:37])[C:15]3=[O:41])=[C:8]([C:42]2[S:43][CH:44]=[C:45]([C:47]([F:50])([F:48])[F:49])[N:46]=2)[CH:7]=1)[CH3:2] |f:1.2|. Procedure: Ethyl 6-(6-(3-ethylureido)-4-(4-(trifluoromethyl)thiazol-2-yl)pyridin-3-yl)-1-((1-(2-morpholinoethyl)pyrrolidin-3-yl)methyl)-4-oxo-1,4-dihydroquinoline-3-carboxylate (Example 240, 340 mg) was dissolved in methanol (3 mL) and tetrahydrofuran (3 mL). To this solution was added 24 wt % sodium hydroxide (1 mL) and the reaction mixture was stirred at room temperature for 3 h. The solution was concentrated under reduced pressure to remove the organics. Water (7 mL) was added and the aqueous layer was ... Yields the product C(C)NC(NC1=CC(=C(C=N1)C=1C=C2C(C(=CN(C2=CC1)CC1CN(CC1)CCN1CCOCC1)C(=O)O)=O)C=1SC=C(N1)C(F)(F)F)=O (6-(6-(3-ethylureido)-4-(4-(trifluoromethyl)thiazol-2-yl)pyridin-3-yl)-1-((1-(2-morpholinoethyl)pyrrolidin-3-yl)methyl)-4-oxo-1,4-dihydroquinoline-3-carboxylic acid). The solvent is CO (methanol), O1CCCC1 (tetrahydrofuran). Reactants: COC(/C(=C\C1CCCCCC1)/I)=O ((E)-3-cycloheptyl-2-iodo-acrylic acid methyl ester), C[Si](C)(C)Cl (trimethylsilyl chloride), C1(=CC=CC=C1)P(C1=CC=CC=C1)C1=CC=CC=C1 (triphenylphosphine), [Cl-].[NH4+] (ammonium chloride), BrCCBr (1,2-dibromoethane), BrC1=CC(=C(C=C1)S(=O)(=O)C)C(F)(F)F (4-bromo-1-methanesulfonyl-2-trifluoromethyl-benzene). The reagents and catalysts are [Zn] (zinc), [Zn] (zinc), [Zn] (zinc), [Zn] (zinc), C=1C=CC(=CC1)/C=C/C(=O)/C=C/C2=CC=CC=C2.C=1C=CC(=CC1)/C=C/C(=O)/C=C/C2=CC=CC=C2.[Pd] (bis(dibenzylideneacetone)palladium(0)), [Zn] (zinc). Run in O1CCCC1 (tetrahydrofuran), O1CCCC1 (tetrahydrofuran), O1CCCC1 (tetrahydrofuran), O1CCCC1 (tetrahydrofuran). Run at temperature 25 celsius, time 15 minute. Yields the product hexanes ethyl acetate, COC(\C(=C\C1CCCCCC1)\C1=CC(=C(C=C1)S(=O)(=O)C)C(F)(F)F)=O ((E)-3-cycloheptyl-2-(4-methanesulfonyl-3-trifluoromethyl-phenyl)-acrylic acid methyl ester). The yield is 95.7%. Reaction SMILES: BrCCBr.C[Si](Cl)(C)C.[CH3:10][O:11][C:12](=[O:23])/[C:13](/I)=[CH:14]\[CH:15]1[CH2:21][CH2:20][CH2:19][CH2:18][CH2:17][CH2:16]1.C1(P(C2C=CC=CC=2)C2C=CC=CC=2)C=CC=CC=1.Br[C:44]1[CH:49]=[CH:48][C:47]([S:50]([CH3:53])(=[O:52])=[O:51])=[C:46]([C:54]([F:57])([F:56])[F:55])[CH:45]=1.[Cl-].[NH4+]>O1CCCC1.[Zn].C1C=CC(/C=C/C(/C=C/C2C=CC=CC=2)=O)=CC=1.C1C=CC(/C=C/C(/C=C/C2C=CC=CC=2)=O)=CC=1.[Pd]>[CH3:10][O:11][C:12](=[O:23])/[C:13](/[C:44]1[CH:49]=[CH:48][C:47]([S:50]([CH3:53])(=[O:51])=[O:52])=[C:46]([C:54]([F:56])([F:57])[F:55])[CH:45]=1)=[CH:14]/[CH:15]1[CH2:21][CH2:20][CH2:19][CH2:18][CH2:17][CH2:16]1 |f:5.6,9.10.11|. Reported procedure: A mixture of zinc dust (390 mg, 6 mmol, Aldrich, −325 mesh) and dry tetrahydrofuran (1 mL) under argon was treated with 1,2-dibromoethane (94 mg, 0.5 mmol). The zinc suspension was then heated with a heat gun to ebullition, allowed to cool, and heated again. This process was repeated three times to make sure the zinc dust was activated. The activated zinc dust suspension was then treated with trimethylsilyl chloride (55 mg, 0.5 mmol), and the suspension was stirred for 15 min at 25° C. The react... The reactants are CCOC(C)=O, CC(C)(C)OC(=O)NC1COCCCC=CC2CC2(C(=O)NS(=O)(=O)C2CC2)NC(=O)C2CC(OC(=O)N3Cc4cccc(F)c4C3)CN2C1=O, [H][H], [K+], O, O=S(=O)([O-])O. Yields the product CC(C)(C)OC(=O)NC1COCCCCCC2CC2(C(=O)NS(=O)(=O)C2CC2)NC(=O)C2CC(OC(=O)N3Cc4cccc(F)c4C3)CN2C1=O. RXN SMILES: [CH3:61][CH2:62][O:63][C:64](=[O:65])[CH3:66].[F:1][c:2]1[c:3]2[c:7]([cH:8][cH:9][cH:10]1)[CH2:6][N:5]([C:11](=[O:12])[O:13][CH:14]1[CH2:15][CH:16]3[N:17]([C:18](=[O:50])[CH:19]([NH:42][C:43](=[O:44])[O:45][C:46]([CH3:47])([CH3:48])[CH3:49])[CH2:20][O:21][CH2:22][CH2:23][CH2:24][CH:25]=[CH:26][CH:27]4[C:28]([C:33]([NH:34][S:35](=[O:36])(=[O:37])[CH:38]5[CH2:39][CH2:40]5)=[O:41])([NH:29][C:30]3=[O:31])[CH2:32]4)[CH2:51]1)[CH2:4]2.[H:52][H:53].[K+:60].[OH2:54].[S:55]([O-:56])([OH:57])(=[O:58])=[O:59]>>[F:1][c:2]1[c:3]2[c:7]([cH:8][cH:9][cH:10]1)[CH2:6][N:5]([C:11](=[O:12])[O:13][CH:14]1[CH2:15][CH:16]3[N:17]([C:18](=[O:50])[CH:19]([NH:42][C:43](=[O:44])[O:45][C:46]([CH3:47])([CH3:48])[CH3:49])[CH2:20][O:21][CH2:22][CH2:23][CH2:24][CH2:25][CH2:26][CH:27]4[C:28]([C:33]([NH:34][S:35](=[O:36])(=[O:37])[CH:38]5[CH2:39][CH2:40]5)=[O:41])([NH:29][C:30]3=[O:31])[CH2:32]4)[CH2:51]1)[CH2:4]2. Product: OC1CCC(Nc2cncc(-c3c[nH]c4ncc(-c5cn[nH]c5)cc34)n2)CC1. The reactants are O=C([O-])[O-], CO, ClCCl, [K+], [K+], O=S(=O)(c1ccccc1)n1cc(-c2cncc(NC3CCC(O)CC3)n2)c2cc(-c3cn[nH]c3)cnc21. Reaction SMILES: [C:38](=[O:39])([O-:40])[O-:41].[CH3:44][OH:45].[Cl:46][CH2:47][Cl:48].[K+:42].[K+:43].[c:1]1([S:2](=[O:3])(=[O:4])[n:10]2[cH:11][c:12](-[c:24]3[cH:25][n:26][cH:27][c:28]([NH:30][CH:31]4[CH2:32][CH2:33][CH:34]([OH:37])[CH2:35][CH2:36]4)[n:29]3)[c:13]3[c:14]2[n:15][cH:16][c:17](-[c:19]2[cH:20][n:21][nH:22][cH:23]2)[cH:18]3)[cH:5][cH:6][cH:7][cH:8][cH:9]1>>[nH:10]1[cH:11][c:12](-[c:24]2[cH:25][n:26][cH:27][c:28]([NH:30][CH:31]3[CH2:32][CH2:33][CH:34]([OH:37])[CH2:35][CH2:36]3)[n:29]2)[c:13]2[c:14]1[n:15][cH:16][c:17](-[c:19]1[cH:20][nH:21][n:22][cH:23]1)[cH:18]2.